From a dataset of the Open Reaction Database (ORD), a public repository of structured organic reaction records. describe an organic reaction: reactants, conditions, products, and yield Reactants: COC(=O)c1ccc(Cl)cc1NC(=O)CSCc1ccccc1, CC(C)=O, [O-][I+3]([O-])([O-])[O-], [Na+], O. Yields the product COC(=O)c1ccc(Cl)cc1NC(=O)CS(=O)Cc1ccccc1. RXN SMILES: [CH3:1][O:2][C:3]([c:4]1[c:5]([NH:6][C:7]([CH2:8][S:9][CH2:10][c:11]2[cH:12][cH:13][cH:14][cH:15][cH:16]2)=[O:17])[cH:18][c:19]([Cl:22])[cH:20][cH:21]1)=[O:23].[CH3:30][C:31](=[O:32])[CH3:33].[I+3:24]([O-:25])([O-:26])([O-:27])[O-:28].[Na+:29].[OH2:34]>>[CH3:1][O:2][C:3]([c:4]1[c:5]([NH:6][C:7]([CH2:8][S:9]([CH2:10][c:11]2[cH:12][cH:13][cH:14][cH:15][cH:16]2)=[O:25])=[O:17])[cH:18][c:19]([Cl:22])[cH:20][cH:21]1)=[O:23]. Reported procedure: The same procedure as in (1) of Production Example 16 was repeated, except that the 2-(2-naphthyl)oxirane and the 2-hydroxymethyl-4-tritylmorpholine were replaced by 2-(1-naphthyl)oxirane and 1,4-diformyl-2-piperazinyl methanol, respectively, to obtain oily 2-[(1,4-diformylpiperazin-2-yl)methoxy]-1-(1-naphthyl)ethanol (compound No. 270). Product: C(=O)N1C(CN(CC1)C=O)COCC(O)C1=CC=CC2=CC=CC=C12 (2-[(1,4-diformylpiperazin-2-yl)methoxy]-1-(1-naphthyl)ethanol). Starting materials: ( 1 ), C1(=CC=CC2=CC=CC=C12)C1OC1 (2-(1-naphthyl)oxirane), C(=O)N1C(CN(CC1)C=O)CO (1,4-diformyl-2-piperazinyl methanol), C1=C(C=CC2=CC=CC=C12)C1OC1 (2-(2-naphthyl)oxirane), OCC1CN(CCO1)C(C1=CC=CC=C1)(C1=CC=CC=C1)C1=CC=CC=C1 (2-hydroxymethyl-4-tritylmorpholine). Reaction SMILES: C1C2C(=CC=CC=2)C=CC=1C1CO1.OCC1OCCN(C(C2C=CC=CC=2)(C2C=CC=CC=2)C2C=CC=CC=2)C1.[C:41]1([CH:51]2[CH2:53][O:52]2)[C:50]2[C:45](=[CH:46][CH:47]=[CH:48][CH:49]=2)[CH:44]=[CH:43][CH:42]=1.[CH:54]([N:56]1[CH2:61][CH2:60][N:59]([CH:62]=[O:63])[CH2:58][CH:57]1[CH2:64][OH:65])=[O:55]>>[CH:54]([N:56]1[CH2:61][CH2:60][N:59]([CH:62]=[O:63])[CH2:58][CH:57]1[CH2:64][O:65][CH2:53][CH:51]([C:41]1[C:50]2[C:45](=[CH:46][CH:47]=[CH:48][CH:49]=2)[CH:44]=[CH:43][CH:42]=1)[OH:52])=[O:55]. Starting materials: CCOC(CN1C(=O)C(CC(=O)O)(NC(=O)Nc2cccc(OC)c2)c2ccccc21)OCC, CCN=C=NCCCN(C)C, Cc1ccc(N)cc1, CCOC(C)=O, ClCCl, Cl. The product is CCOC(CN1C(=O)C(CC(=O)Nc2ccc(C)cc2)(NC(=O)Nc2cccc(OC)c2)c2ccccc21)OCC. RXN SMILES: [CH2:1]([CH3:2])[O:3][CH:4]([CH2:5][N:6]1[C:7](=[O:31])[C:8]([NH:15][C:16](=[O:17])[NH:18][c:19]2[cH:20][c:21]([O:25][CH3:26])[cH:22][cH:23][cH:24]2)([CH2:27][C:28](=[O:29])[OH:30])[c:9]2[cH:10][cH:11][cH:12][cH:13][c:14]21)[O:32][CH2:33][CH3:34].[CH2:36]([N:37]=[C:38]=[N:39][CH2:40][CH2:41][CH2:42][N:43]([CH3:44])[CH3:45])[CH3:46].[CH3:47][c:48]1[cH:49][cH:50][c:51]([NH2:52])[cH:53][cH:54]1.[CH3:58][CH2:59][O:60][C:61](=[O:62])[CH3:63].[Cl:55][CH2:56][Cl:57].[ClH:35]>>[CH2:1]([CH3:2])[O:3][CH:4]([CH2:5][N:6]1[C:7](=[O:31])[C:8]([NH:15][C:16](=[O:17])[NH:18][c:19]2[cH:20][c:21]([O:25][CH3:26])[cH:22][cH:23][cH:24]2)([CH2:27][C:28](=[O:29])[NH:52][c:51]2[cH:50][cH:49][c:48]([CH3:47])[cH:54][cH:53]2)[c:9]2[cH:10][cH:11][cH:12][cH:13][c:14]21)[O:32][CH2:33][CH3:34]. Starting materials: O[C@@H]1[C@]2(C)[C@@H](CC1)[C@@H]1CCC3=CC(CC[C@]3(CO)[C@H]1CC2)=O (17β,19-dihydroxy-4-androsten-3-one), O[C@@H]1[C@]2(C)[C@@H](CC1)[C@@H]1CCC3=CC(C[C@@H]([C@]3(CO)[C@H]1CC2)C)=O (17β,19-dihydroxy-1α-methyl-4-androsten-3-one). The product is C[C@@]12[C@H](CC[C@H]1[C@@H]1CCC3=CCCC[C@]3(CO)[C@H]1CC2)O (4-androstene-17β,19-diol). RXN SMILES: [OH:1][C@H:2]1[CH2:7][CH2:6][C@H:5]2[C@H:8]3[C@H:19]([CH2:20][CH2:21][C@:3]12[CH3:4])[C@:16]1([CH2:17][OH:18])[C:11](=[CH:12][C:13](=O)[CH2:14][CH2:15]1)[CH2:10][CH2:9]3.O[C@H]1CC[C@H]2[C@H]3[C@H](CC[C@]12C)[C@]1(CO)C(=CC(=O)C[C@@H]1C)CC3>>[CH3:4][C@:3]12[CH2:21][CH2:20][C@H:19]3[C@@H:8]([CH2:9][CH2:10][C:11]4[C@:16]3([CH2:17][OH:18])[CH2:15][CH2:14][CH2:13][CH:12]=4)[C@@H:5]1[CH2:6][CH2:7][C@@H:2]2[OH:1]. Procedure: Substituting 17β,19-dihydroxy-4-androsten-3-one for the 17β,19-dihydroxy-1α-methyl-4-androsten-3-one above results in the preparation of 4-androstene-17β,19-diol. Reactants: [Cl-].[Na+] (sodium chloride), CC(C)(OC(=O)N[C@@H]1C(N[C@H]1C)=O)C ((3S-trans)-3-[[(1,1-Dimethylethoxy)carbonyl]amino]-4-methyl-2-azetidinone), C(C)OP(OCC)(=O)Cl (diethylphosphorochloridate), C(CCC)[Li] (n-butyl lithium). Solvent: O1CCCC1 (tetrahydrofuran). Reaction conditions: temperature -78 celsius, time 30 minute. Product: C[C@H]1[C@@H](C(N1P(OCC)(OCC)=O)=O)NC(=O)OC(C)(C)C ((3S-trans)-[4-Methyl-2-oxo-3-[[(1,1-dimethylethoxy)carbonyl]amino]-1-azetidinyl]phosphonic acid, diethyl ester). Yield: 61.1%. Reaction SMILES: [CH3:1][C:2]([CH3:14])([O:4][C:5]([NH:7][C@H:8]1[C@H:11]([CH3:12])[NH:10][C:9]1=[O:13])=[O:6])[CH3:3].C([Li])CCC.[CH2:20]([O:22][P:23](Cl)(=[O:27])[O:24][CH2:25][CH3:26])[CH3:21].[Cl-].[Na+]>O1CCCC1>[CH3:12][C@@H:11]1[N:10]([P:23](=[O:27])([O:24][CH2:25][CH3:26])[O:22][CH2:20][CH3:21])[C:9](=[O:13])[C@H:8]1[NH:7][C:5]([O:4][C:2]([CH3:1])([CH3:14])[CH3:3])=[O:6] |f:3.4|. Procedure details: (3S-trans)-3-[[(1,1-Dimethylethoxy)carbonyl]amino]-4-methyl-2-azetidinone (4.6 g) was dissolved in 75 ml of dry tetrahydrofuran and cooled to -78° C. in a dry ice-acetone bath under a nitrogen atmosphere, and was treated with 1.56 M n-butyl lithium (14.8 ml, 1 equivalent). The mixture was stirred for 30 minutes at -78° C. and then diethylphosphorochloridate (3.97 g) was added and stirring continued for 1 hour. The mixture was poured into saturated sodium chloride solution (60 ml) and extracted w...